From a dataset of the Open Reaction Database (ORD), a public repository of structured organic reaction records. describe an organic reaction: reactants, conditions, products, and yield Reactants: CCCCCCO, Cl, O=S(=O)(C(c1c(F)c(F)c(-c2c(F)c(F)c(F)c(F)c2F)c(F)c1F)S(=O)(=O)C(F)(F)F)C(F)(F)F, [H-], [Na+], O, c1ccncc1. Yields the product CCCCCCOc1c(F)c(F)c(-c2c(F)c(F)c(C(S(=O)(=O)C(F)(F)F)S(=O)(=O)C(F)(F)F)c(F)c2F)c(F)c1F. Reaction SMILES: [CH2:1]([CH2:2][CH2:3][CH2:4][CH2:5][CH3:6])[OH:7].[ClH:47].[F:10][c:11]1[c:12]([F:45])[c:13]([F:44])[c:14]([F:43])[c:15]([F:42])[c:16]1-[c:17]1[c:18]([F:41])[c:19]([F:40])[c:20]([CH:25]([S:26](=[O:27])(=[O:28])[C:29]([F:30])([F:31])[F:32])[S:33](=[O:34])(=[O:35])[C:36]([F:37])([F:38])[F:39])[c:21]([F:24])[c:22]1[F:23].[H-:8].[Na+:9].[OH2:46].[cH:48]1[cH:49][cH:50][n:51][cH:52][cH:53]1>>[CH2:1]([CH2:2][CH2:3][CH2:4][CH2:5][CH3:6])[O:7][c:13]1[c:12]([F:45])[c:11]([F:10])[c:16](-[c:17]2[c:18]([F:41])[c:19]([F:40])[c:20]([CH:25]([S:26](=[O:27])(=[O:28])[C:29]([F:30])([F:31])[F:32])[S:33](=[O:34])(=[O:35])[C:36]([F:37])([F:38])[F:39])[c:21]([F:24])[c:22]2[F:23])[c:15]([F:42])[c:14]1[F:43].